Dataset: the Open Reaction Database (ORD), a public repository of structured organic reaction records. Task: describe an organic reaction: reactants, conditions, products, and yield Reactants: C1(CCCC2=CC=CC=C12)=O (3,4-dihydro-1-(2H)-naphthalenone), Cl.NO (hydroxylamine hydrochloride), C(C)(=O)[O-].[Na+] (sodium acetate), CO (methanol). Solvent: O (water), O (water). The product is O/N=C/1\CCCC2=CC=CC=C12 ((1E)-N-hydroxy-3,4-dihydro-1(2H)-naphthalenimine). As a reaction SMILES: [C:1]1(=O)[C:10]2[C:5](=[CH:6][CH:7]=[CH:8][CH:9]=2)[CH2:4][CH2:3][CH2:2]1.Cl.[NH2:13][OH:14].C([O-])(=O)C.[Na+].CO>O>[OH:14]/[N:13]=[C:1]1\[CH2:2][CH2:3][CH2:4][C:5]2[C:10]\1=[CH:9][CH:8]=[CH:7][CH:6]=2 |f:1.2,3.4|. Procedure: A mixture of 3,4-dihydro-1-(2H)-naphthalenone (72.4 g, 0.495 mol), hydroxylamine hydrochloride (139 g, 1.98 mol), sodium acetate (162 g, 1.98 mol), methanol (500 mL) and water (100 mL) was refluxed for 6 hours. The reaction mixture was diluted with water (2 L), and extracted with ether (800 mL). The organic layer was washed with water, dried and concentrated. The residue was crystallized from ether/hexane to give the title compound: LCMS m/z=162.0 [M+H]+.